From a dataset of the Open Reaction Database (ORD), a public repository of structured organic reaction records. describe an organic reaction: reactants, conditions, products, and yield The reactants are aqueous solution, S(O)(O)(=O)=O (sulfuric acid), [O-][O-].[Na+].[Na+] (sodium peroxide), OO (hydrogen peroxide), [OH-].[Na+] (sodium hydroxide), diacyl peroxide, BrC(C(=O)Br)CCCCCCCCCC (α-bromolauroyl bromide), C(CCCCCCCCCCC)(=O)Cl (lauroyl chloride), C(CCCCCCCCCCC)(=O)Cl (lauroyl chloride), mixture, α-bromolauroyl halide, BrC(C(=O)Cl)CCCCCCCCCC (α-bromolauroyl chloride). Solvent: C1(=CC=CC=C1)C (toluene), O (water). Reaction conditions: temperature 0 celsius, time 35 minute. Product: C(CCCCCCCCCCC)(=O)OOC(C(CCCCCCCCCC)Br)=O (2-bromolauroyl lauroyl peroxide). Isolated yield 86.2%. Reaction SMILES: [O-:1][O-:2].[Na+].[Na+].OO.[OH-:7].[Na+].[Br:9][CH:10]([CH2:14][CH2:15][CH2:16][CH2:17][CH2:18][CH2:19][CH2:20][CH2:21][CH2:22][CH3:23])[C:11](Cl)=[O:12].Br[CH:25]([CH2:29][CH2:30][CH2:31][CH2:32][CH2:33][CH2:34][CH2:35][CH2:36][CH2:37][CH3:38])[C:26](Br)=O.C(Cl)(=O)CCCCCCCCCCC.S(=O)(=O)(O)O>C1(C)C=CC=CC=1.O>[C:38]([O:1][O:2][C:11](=[O:12])[CH:10]([Br:9])[CH2:14][CH2:15][CH2:16][CH2:17][CH2:18][CH2:19][CH2:20][CH2:21][CH2:22][CH3:23])(=[O:7])[CH2:37][CH2:36][CH2:35][CH2:34][CH2:33][CH2:32][CH2:31][CH2:30][CH2:29][CH2:25][CH3:26] |f:0.1.2,4.5|. Reported procedure: A solution of sodium peroxide prepared by the addition of 15.7 grams of 47.8 percent hydrogen peroxide to 17.6 grams of sodium hydroxide dissolved in 175 ml. of water was stirred in a 3 necked round-bottom flask equipped with stirrer, thermometer and an addition funnel at 0°C. while 70.6 grams of a mixture containing 80 percent α-bromolauroyl halide (a mixture of α-bromolauroyl chloride and of α-bromolauroyl bromide) and 20% lauroyl chloride dissolved in 200 grams of toluene was rapidly added. T... Reactants: [Li]CCCC (n-BuLi), ClC=1N=NC(=CC1)OC (3-chloro-6-methoxypyridazine), CC1(NC(CCC1)(C)C)C (2,2,6,6-tetramethylpiperidine), II (Iodine). Solvent: C1CCOC1 (THF), C1CCOC1 (THF), hexanes. Run at temperature 0 celsius, time 30 minute. The product is ClC1=CC(=C(N=N1)OC)I (6-Chloro-4-iodo-3-methoxypyridazine). Reaction SMILES: [Li]CCCC.CC1(C)CCCC(C)(C)N1.[Cl:16][C:17]1[N:18]=[N:19][C:20]([O:23][CH3:24])=[CH:21][CH:22]=1.[I:25]I>C1COCC1>[Cl:16][C:17]1[N:18]=[N:19][C:20]([O:23][CH3:24])=[C:21]([I:25])[CH:22]=1. Reported procedure: In a flask containing THF (350 mL) at −30° C. under nitrogen was added 26 mL (76.1 mmol. 2.93M n-BuLi in hexanes. 2,2,6,6-tetramethylpiperidine (12.9 mL, 76.1 mmol) was then added dropwise and the resulting solution was allowed to warm to 0° C. over 50 min. The solution was then cooled to −78° C. and there was added dropwise 3-chloro-6-methoxypyridazine (1) (5.0 g, 34.6 mmol) in 50 mL THF and the resulting solution stirred at −78° C. for 30 min. Iodine (9.3 g) was then added in three portions an... Starting materials: [Al+3], Brc1cnc2[nH]ccc2c1, CCCS(=O)(=O)Nc1cccc(C(=O)Cl)c1, ClCCl, [Cl-], [Cl-], [Cl-], O. Yields the product CCCS(=O)(=O)Nc1cccc(C(=O)c2c[nH]c3ncc(Br)cc23)c1. Reaction SMILES: [Al+3:4].[Br:5][c:6]1[cH:7][c:8]2[cH:9][cH:10][nH:11][c:12]2[n:13][cH:14]1.[CH2:15]([CH2:16][CH3:17])[S:18](=[O:19])(=[O:20])[NH:21][c:22]1[cH:23][c:24]([C:25](=[O:26])[Cl:27])[cH:28][cH:29][cH:30]1.[CH2:32]([Cl:33])[Cl:34].[Cl-:1].[Cl-:2].[Cl-:3].[OH2:31]>>[Br:5][c:6]1[cH:7][c:8]2[c:9]([C:25]([c:24]3[cH:23][c:22]([NH:21][S:18]([CH2:15][CH2:16][CH3:17])(=[O:19])=[O:20])[cH:30][cH:29][cH:28]3)=[O:26])[cH:10][nH:11][c:12]2[n:13][cH:14]1. The reactants are CCOC(=O)C(CC=C(C)C)C(=O)OCC, CC(C)=CCN1C(=O)CC(=O)NC1=O, C=C(C)CC(C(=O)OCC)(C(=O)OCC)C1C=CC(CCCO)C1. Yields the product O=C1CC(=O)NC(=O)N1. RXN SMILES: [CH3:15][C:16]([CH3:17])=[CH:18][CH2:19][CH:20]([C:21]([O:22][CH2:23][CH3:24])=[O:25])[C:26]([O:27][CH2:28][CH3:29])=[O:30].[CH3:1][C:2]([CH3:3])=[CH:4][CH2:14][N:5]1[C:6](=[O:7])[NH:8][C:9](=[O:10])[CH2:11][C:12]1=[O:13].[OH:31][CH2:32][CH2:33][CH2:34][CH:35]1[CH2:36][CH:37]([C:38]([CH2:39][C:40]([CH3:41])=[CH2:42])([C:43]([O:44][CH2:45][CH3:46])=[O:47])[C:48]([O:49][CH2:50][CH3:51])=[O:52])[CH:53]=[CH:54]1>>[NH:5]1[C:6](=[O:7])[NH:8][C:9](=[O:10])[CH2:11][C:12]1=[O:13]. The reactants are Oc1ccc(-c2c[nH]c3ncc(Br)cc23)cn1, COc1ccc(B(O)O)cc1OC, CC#N, Cl[Pd-2](Cl)([PH](c1ccccc1)(c1ccccc1)c1ccccc1)[PH](c1ccccc1)(c1ccccc1)c1ccccc1, [Na+], [Na+], O=C([O-])[O-], O. The product is COc1ccc(-c2cnc3[nH]cc(-c4ccc(O)nc4)c3c2)cc1OC. As a reaction SMILES: [Br:1][c:2]1[cH:3][c:4]2[c:5]([n:6][cH:7]1)[nH:8][cH:9][c:10]2-[c:11]1[cH:12][cH:13][c:14]([OH:17])[n:15][cH:16]1.[CH3:18][O:19][c:20]1[cH:21][c:22]([B:28]([OH:29])[OH:30])[cH:23][cH:24][c:25]1[O:26][CH3:27].[CH3:31][C:32]#[N:33].[Cl:41][Pd-2:42]([Cl:43])([PH:44]([c:45]1[cH:46][cH:47][cH:48][cH:49][cH:50]1)([c:51]1[cH:52][cH:53][cH:54][cH:55][cH:56]1)[c:57]1[cH:58][cH:59][cH:60][cH:61][cH:62]1)[PH:63]([c:64]1[cH:65][cH:66][cH:67][cH:68][cH:69]1)([c:70]1[cH:71][cH:72][cH:73][cH:74][cH:75]1)[c:76]1[cH:77][cH:78][cH:79][cH:80][cH:81]1.[Na+:34].[Na+:35].[O-:36][C:37](=[O:38])[O-:39].[OH2:40]>>[c:2]1(-[c:22]2[cH:21][c:20]([O:19][CH3:18])[c:25]([O:26][CH3:27])[cH:24][cH:23]2)[cH:3][c:4]2[c:5]([n:6][cH:7]1)[nH:8][cH:9][c:10]2-[c:11]1[cH:12][cH:13][c:14]([OH:17])[n:15][cH:16]1. Starting materials: Example 1b ( e ), O[C@H]1C[C@@H](N(C1)CCC#N)CO (3-[(2R,4S)-4-hydroxy-2-hydroxymethylpyrrolidin-1-yl]propionitrile), C(C)N(C(C1=C(C(=CC=C1)C)C)=O)CC (N,N-diethyl-2,3-dimethylbenzamide). The product is O[C@H]1C[C@@H](N(C1)CCC=1NC(C2=CC=CC(=C2C1)C)=O)CO (3-{2-[(2R,4S)-4-hydroxy-2-hydroxymethylpyrrolidin-1-yl]ethyl}-5-methyl-2H-isoquinolin-1-one). Yield: 16.8%. As a reaction SMILES: [OH:1][C@@H:2]1[CH2:6][N:5]([CH2:7][CH2:8][C:9]#[N:10])[C@@H:4]([CH2:11][OH:12])[CH2:3]1.C(N(CC)[C:16](=[O:25])[C:17]1[CH:22]=[CH:21][CH:20]=[C:19]([CH3:23])[C:18]=1[CH3:24])C>>[OH:1][C@@H:2]1[CH2:6][N:5]([CH2:7][CH2:8][C:9]2[NH:10][C:16](=[O:25])[C:17]3[C:18]([CH:24]=2)=[C:19]([CH3:23])[CH:20]=[CH:21][CH:22]=3)[C@@H:4]([CH2:11][OH:12])[CH2:3]1. Procedure details: In the same manner as in Example 1b (e) and using 3-[(2R,4S)-4-hydroxy-2-hydroxymethylpyrrolidin-1-yl]propionitrile (0.47 g) and N,N-diethyl-2,3-dimethylbenzamide (2.1 g), 3-{2-[(2R,4S)-4-hydroxy-2-hydroxymethylpyrrolidin-1-yl]ethyl}-5-methyl-2H-isoquinolin-1-one (0.14 g) was obtained. Starting materials: C(C)(C)(C)OC(=O)N1CCC(CC1)CN1C2=C([C@H](CCC1)N(C=1N=NN(N1)C)CC1=CC(=CC(=C1)C(F)(F)F)C(F)(F)F)C=C(C(=C2)C(F)(F)F)C ((S)-4-{5-[(3,5-Bis-trifluoromethyl-benzyl)-(2-methyl-2H-tetrazol-5-yl)-amino]-7-methyl-8-trifluoromethyl-2,3,4,5-tetrahydro-benzo[b]azepin-1-ylmethyl}-piperidine-1-carboxylic acid tert-butyl ester), FC(C(=O)O)(F)F (trifluoroacetic acid). Run in ClCCl (dichloromethane), O (water), ClCCl (dichloromethane). Reaction conditions: time 1 hour. Product: FC(C=1C=C(CN(C=2N=NN(N2)C)[C@@H]2C3=C(N(CCC2)CC2CCNCC2)C=C(C(=C3)C)C(F)(F)F)C=C(C1)C(F)(F)F)(F)F ((S)-(3,5-Bis-trifluoromethyl-benzyl)-(7-methyl-1-piperidin-4-ylmethyl-8-trifluoromethyl-2,3,4,5-tetrahydro-1H-benzo[b]azepin-5-yl)-(2-methyl-2H-tetrazol-5-yl)-amine). RXN SMILES: C(OC([N:8]1[CH2:13][CH2:12][CH:11]([CH2:14][N:15]2[CH2:21][CH2:20][CH2:19][C@H:18]([N:22]([CH2:29][C:30]3[CH:35]=[C:34]([C:36]([F:39])([F:38])[F:37])[CH:33]=[C:32]([C:40]([F:43])([F:42])[F:41])[CH:31]=3)[C:23]3[N:24]=[N:25][N:26]([CH3:28])[N:27]=3)[C:17]3[CH:44]=[C:45]([CH3:52])[C:46]([C:48]([F:51])([F:50])[F:49])=[CH:47][C:16]2=3)[CH2:10][CH2:9]1)=O)(C)(C)C.FC(F)(F)C(O)=O>ClCCl.O>[F:39][C:36]([F:37])([F:38])[C:34]1[CH:35]=[C:30]([CH:31]=[C:32]([C:40]([F:41])([F:42])[F:43])[CH:33]=1)[CH2:29][N:22]([C@H:18]1[CH2:19][CH2:20][CH2:21][N:15]([CH2:14][CH:11]2[CH2:10][CH2:9][NH:8][CH2:13][CH2:12]2)[C:16]2[CH:47]=[C:46]([C:48]([F:49])([F:50])[F:51])[C:45]([CH3:52])=[CH:44][C:17]1=2)[C:23]1[N:24]=[N:25][N:26]([CH3:28])[N:27]=1. Reported procedure: To a solution of (S)-4-{5-[(3,5-Bis-trifluoromethyl-benzyl)-(2-methyl-2H-tetrazol-5-yl)-amino]-7-methyl-8-trifluoromethyl-2,3,4,5-tetrahydro-benzo[b]azepin-1-ylmethyl}-piperidine-1-carboxylic acid tert-butyl ester (0.09) in dichloromethane (10 mL), add trifluoroacetic acid (2 mL). After stirring for 1 h at room temperature, quench the reaction with concentrated sodium carbonate (10 mL) and dilute with dichloromethane (20 mL) and water (20 mL). Separate the organics and wash the aqueous with dich...